This data is from the Open Reaction Database (ORD), a public repository of structured organic reaction records. The task is: describe an organic reaction: reactants, conditions, products, and yield The reactants are BrC1=CC=C(C2=CC=CC=C12)Br (1,4-dibromonaphthalene), C(C)(C)(C)[Li] (t-butyllithium), C(C=C)[Si](C)(C)Cl (allylchlorodimethylsilane), [NH4+].[Cl-] (NH4Cl). Run in C1CCOC1 (THF), C1CCOC1 (THF). Conditions: temperature -78 celsius, time 30 minute. The product is C(C=C)C1=C(C=C(C2=CC=CC=C12)Br)[SiH](C)C (1-Allyldimethylsilyl-4-bromo-naphthalene). The yield is 83.9%. As a reaction SMILES: Br[C:2]1[C:11]2[C:6](=[CH:7][CH:8]=[CH:9][CH:10]=2)[C:5]([Br:12])=[CH:4][CH:3]=1.[C:13]([Li])([CH3:16])(C)[CH3:14].[CH2:18]([Si:21](Cl)(C)[CH3:22])C=C.[NH4+].[Cl-]>C1COCC1>[CH2:14]([C:2]1[C:11]2[C:6](=[CH:7][CH:8]=[CH:9][CH:10]=2)[C:5]([Br:12])=[CH:4][C:3]=1[SiH:21]([CH3:22])[CH3:18])[CH:13]=[CH2:16] |f:3.4|. Procedure details: To a solution 1,4-dibromonaphthalene (28.6 g, 0.1 mol) in dry THF (800 mL) at −78° C. was added t-butyllithium (59.0 mL, 1.7 M solution in pentane, 0.1 mol) over a period of 20 min. After 30 min stirring at −78° C., allylchlorodimethylsilane (13.5 g, 0.1 mol) in THF (25 mL) was added dropwise over a period of 30 min. The reaction mixture was stirred further for 1 h and warmed to room temperature. Concentrated NH4Cl (5 mL) was added to the solution, and the reaction mixture was concentrated. The ... The reactants are [BH4-], CC1CCC(N)CC1, CO, NC(=O)c1cccc(-c2ccc(C=O)cc2)c1, [Na+], O. Yields the product CC1CCC(NCc2ccc(-c3cccc(C(N)=O)c3)cc2)CC1. RXN SMILES: [BH4-:26].[CH3:18][CH:19]1[CH2:20][CH2:21][CH:22]([NH2:25])[CH2:23][CH2:24]1.[CH3:29][OH:30].[CH:1](=[O:2])[c:3]1[cH:4][cH:5][c:6](-[c:9]2[cH:10][c:11]([C:15](=[O:16])[NH2:17])[cH:12][cH:13][cH:14]2)[cH:7][cH:8]1.[Na+:27].[OH2:28]>>[CH2:1]([c:3]1[cH:4][cH:5][c:6](-[c:9]2[cH:10][c:11]([C:15](=[O:16])[NH2:17])[cH:12][cH:13][cH:14]2)[cH:7][cH:8]1)[NH:25][CH:22]1[CH2:21][CH2:20][CH:19]([CH3:18])[CH2:24][CH2:23]1. Starting materials: solution, Cl (hydrogen chloride), C(C)(C)(C)OC(N[C@@H](C)C1=NC(=NO1)C1CN(CC(C1)C1=CC=C(C=C1)C(F)(F)F)C(=O)N1CCOCC1)=O (tert-Butyl[(1S)-1-(3-{1-(morpholin-4-ylcarbonyl)-5-[4-(trifluoromethyl)phenyl]piperidin-3-yl}-1,2,4-oxadiazol-5-yl)ethyl]carbamate). The solvent is O1CCOCC1 (dioxane), O1CCOCC1 (dioxane). Conditions: time 20 hour. Product: Cl.N[C@@H](C)C1=NC(=NO1)C1CN(CC(C1)C1=CC=C(C=C1)C(F)(F)F)C(=O)N1CCOCC1 ({3-{5-[(1S)-1-Aminoethyl]-1,2,4-oxadiazol-3-yl}-5-[4-(trifluoromethyl)phenyl]piperidin-1-yl}-(morpholin-4-yl)methanone hydrochloride). As a reaction SMILES: [ClH:1].C(OC(=O)[NH:8][C@H:9]([C:11]1[O:15][N:14]=[C:13]([CH:16]2[CH2:21][CH:20]([C:22]3[CH:27]=[CH:26][C:25]([C:28]([F:31])([F:30])[F:29])=[CH:24][CH:23]=3)[CH2:19][N:18]([C:32]([N:34]3[CH2:39][CH2:38][O:37][CH2:36][CH2:35]3)=[O:33])[CH2:17]2)[N:12]=1)[CH3:10])(C)(C)C>O1CCOCC1>[ClH:1].[NH2:8][C@H:9]([C:11]1[O:15][N:14]=[C:13]([CH:16]2[CH2:21][CH:20]([C:22]3[CH:27]=[CH:26][C:25]([C:28]([F:29])([F:30])[F:31])=[CH:24][CH:23]=3)[CH2:19][N:18]([C:32]([N:34]3[CH2:39][CH2:38][O:37][CH2:36][CH2:35]3)=[O:33])[CH2:17]2)[N:12]=1)[CH3:10] |f:3.4|. Reported procedure: 0.11 ml (0.45 mmol) of a 4N solution of hydrogen chloride in dioxane was added to a solution of 25 mg (0.05 mmol) of the compound from Example 88A in 0.2 ml of dioxane. The reaction mixture was stirred at room temperature for 20 hours. The mixture was then concentrated to dryness under reduced pressure and dried until the weight remained constant. Yield: 20 mg (93% of theory). The reactants are ON1C(=O)CC(C2=CC=CC=C12)C(CCCC1=CC=CC=C1)N1CCNCC1 (1-hydroxy-4-(4-phenyl-1-piperazinyl-butyl]-3,4-dihydrocarbostyril), [OH-].[Na+] (NaOH), Cl (hydrochloric acid), [H][H] (hydrogen). The reagents and catalysts are [Pd] (palladium black). The solvent is CCOCC (ether), O1CCOCC1 (dioxane). The product is C1(=CC=CC=C1)N1CCN(CC1)CCCCC=1C=C2CCC(NC2=CC1)=O (6-[4-(4-phenyl-1-piperazinyl)butyl]-3,4-dihydro-carbostyril). RXN SMILES: ON1C2C(=CC=CC=2)C([CH:13]([N:23]2[CH2:28][CH2:27][NH:26][CH2:25][CH2:24]2)[CH2:14][CH2:15][CH2:16][C:17]2[CH:22]=[CH:21][CH:20]=[CH:19][CH:18]=2)CC1=O.Cl.[H][H].[OH-:32].[Na+]>O1CCOCC1.[Pd].CCOCC>[C:17]1([N:26]2[CH2:25][CH2:24][N:23]([CH2:13][CH2:14][CH2:15][CH2:16][C:17]3[CH:18]=[C:19]4[C:20](=[CH:21][CH:22]=3)[NH:23][C:13](=[O:32])[CH2:14][CH2:15]4)[CH2:28][CH2:27]2)[CH:22]=[CH:21][CH:20]=[CH:19][CH:18]=1 |f:3.4|. Procedure details: 1.57 Grams of 6-[1-hydroxy-4-(4-phenyl-1-piperazinyl-butyl]-3,4-dihydrocarbostyril and 0.2 g of palladium black were suspended in 100 ml of dioxane, then 10 ml of concentrated hydrochloric acid was added thereto and the mixture was catalytically hydrogenated under 1.5-3.0 kg/cm2 of hydrogen gas at 80°-90° C. The catalyst was removed by filtration and the filtrate was dried under a reduced pressure. To the residue thus obtained were added 10N-NaOH and ether and the mixture was stirred at a room t... The reactants are C(C1=CC=CC=C1)(=O)NC1=CC=C(C=C1)C1=CC=C2CN(C(C2=C1)=O)[C@H](C(=O)OC)C(C)C ((S)-Methyl 2-(6-(4-benzamidophenyl)-1-oxoisoindolin-2-yl)-3-methylbutanoate), NC1=CC=C(C=C1)C1=CC=C2CN(C(C2=C1)=O)C1(CCC1)C(=O)OC (Methyl 1-(6-(4-aminophenyl)-1-oxoisoindolin-2-yl)cyclobutanecarboxylate), CC1=CC=C(C(=O)Cl)C=C1 (4-methyl benzoyl chloride). The product is CC1=CC=C(C(=O)NC2=CC=C(C=C2)C2=CC=C3CN(C(C3=C2)=O)C2(CCC2)C(=O)OC)C=C1 (Methyl 1-(6-(4-(4-methylbenzamido)phenyl)-1-oxoisoindolin-2-yl)cyclobutane carboxylate). The yield is 96.0%. As a reaction SMILES: C(NC1C=CC(C2C=C3C(CN([C@@H](C(C)C)C(OC)=O)C3=O)=CC=2)=CC=1)(=O)C1C=CC=CC=1.[NH2:34][C:35]1[CH:40]=[CH:39][C:38]([C:41]2[CH:49]=[C:48]3[C:44]([CH2:45][N:46]([C:51]4([C:55]([O:57][CH3:58])=[O:56])[CH2:54][CH2:53][CH2:52]4)[C:47]3=[O:50])=[CH:43][CH:42]=2)=[CH:37][CH:36]=1.[CH3:59][C:60]1[CH:68]=[CH:67][C:63]([C:64](Cl)=[O:65])=[CH:62][CH:61]=1>>[CH3:59][C:60]1[CH:68]=[CH:67][C:63]([C:64]([NH:34][C:35]2[CH:36]=[CH:37][C:38]([C:41]3[CH:49]=[C:48]4[C:44]([CH2:45][N:46]([C:51]5([C:55]([O:57][CH3:58])=[O:56])[CH2:52][CH2:53][CH2:54]5)[C:47]4=[O:50])=[CH:43][CH:42]=3)=[CH:39][CH:40]=2)=[O:65])=[CH:62][CH:61]=1. Procedure details: The compound of example 581 was prepared analogous to compound of example 97 by reaction of compound of example 574 with 4-methyl benzoyl chloride. Reactants: CC1CC(C(S1)C(=O)OCC)=O (ethyl 5-methyl-3-oxo-tetrahydrothiophene-2-carboxylate), C(C)O (ethanol), CC(C(C)C=1C=C(C=C(O)C1)O)CCCCC (5-(3-methyl-2-octyl)resorcinol), OC1=CC(=CC2=C1C1=C(C(O2)=O)SC(C1)C)C(C)C(CCCCC)C (1,2-Dihydro-9-hydroxy-2-methyl-7-(3-methyl-2-octyl)-4-oxo-4H-thieno-[2,3-c][1]benzopyran). Run at time 3 day. Yields the product CC1CC2=C(C(OC3=C2C(=CC(=C3)C(C)C(CCCCC)C)O)(C)C)S1 (1,2-dihydro-2,4,4-trimethyl-9-hydroxy-7-(3-methyl-2-octyl)-4H-thieno-[2,3-c][1]benzopyran). The yield is 81.0%. As a reaction SMILES: C[CH:2]1[S:6][CH:5]([C:7](OCC)=O)[C:4](=O)[CH2:3]1.[CH3:13][CH:14]([CH2:25][CH2:26][CH2:27][CH2:28][CH3:29])[CH:15]([C:17]1[CH:18]=[C:19]([OH:24])[CH:20]=[C:21]([CH:23]=1)[OH:22])[CH3:16].O[C:31]1C2C3CC(C)SC=3C(=O)OC=2C=C(C(C(C)CCCCC)C)C=1.[CH2:55](O)[CH3:56]>>[CH3:7][CH:5]1[S:6][C:2]2[C:55]([CH3:56])([CH3:31])[O:22][C:21]3[CH:23]=[C:17]([CH:15]([CH:14]([CH3:13])[CH2:25][CH2:26][CH2:27][CH2:28][CH3:29])[CH3:16])[CH:18]=[C:19]([OH:24])[C:20]=3[C:3]=2[CH2:4]1. Procedure: To 45 ml. of ethanol is added 8.8 g. of ethyl 5-methyl-3-oxo-tetrahydrothiophene-2-carboxylate and 5 g. of 5-(3-methyl-2-octyl)resorcinol. The mixture is cooled in ice and hydrogen chloride is bubbled in for one-half hour. The mixture is stoppered and let stand at room temperature for 3 days. The reaction mixture is concentrated and dissolved in ether. The ether solution is extracted twice with water and once with aqueous sodium bicarbonate solution. The solution is dried over magnesium sulfate ... Reactants: Cc1nc2ccc(OCC(O)CN3CCN(C(=O)OC(C)(C)C)CC3C)cc2s1, O=C(O)C(F)(F)F. Product: Cc1nc2ccc(OCC(O)CN3CCNCC3C)cc2s1. As a reaction SMILES: [OH:1][CH:2]([CH2:3][N:4]1[CH:5]([CH3:17])[CH2:6][N:7]([C:10]([O:11][C:12]([CH3:13])([CH3:14])[CH3:15])=[O:16])[CH2:8][CH2:9]1)[CH2:18][O:19][c:20]1[cH:21][c:22]2[c:23]([n:24][c:25]([CH3:27])[s:26]2)[cH:28][cH:29]1.[OH:30][C:31]([C:32]([F:33])([F:34])[F:35])=[O:36]>>[OH:1][CH:2]([CH2:3][N:4]1[CH:5]([CH3:17])[CH2:6][NH:7][CH2:8][CH2:9]1)[CH2:18][O:19][c:20]1[cH:21][c:22]2[c:23]([n:24][c:25]([CH3:27])[s:26]2)[cH:28][cH:29]1.